From a dataset of the Open Reaction Database (ORD), a public repository of structured organic reaction records. describe an organic reaction: reactants, conditions, products, and yield The reactants are CO (methanol), C[Si](OC1=NC=2CCCCC2C(=N1)O[Si](C)(C)C)(C)C (2,4-di(trimethylsiloxy)-5,6,7,8-tetrahydroquinazoline), BrCC=1C=CC(=C(C(=O)OC)C1)F (methyl 5-(bromomethyl)-2-fluorobenzoate), O1CCOCC1 (1,4-dioxane). Solvent: CN(C)C=O (DMF). Yields the product FC1=C(C=C(CN2C(NC(C=3CCCCC23)=O)=O)C=C1)C(=O)OC (1-(4-fluoro-3-methoxycarbonylbenzyl)-5,6,7,8-tetrahydroquinazol ine-2,4(1H,3H)-dione). Reaction SMILES: C[Si](C)(C)[O:3][C:4]1[N:13]=[C:12]([O:14][Si](C)(C)C)[C:11]2[CH2:10][CH2:9][CH2:8][CH2:7][C:6]=2[N:5]=1.Br[CH2:22][C:23]1[CH:24]=[CH:25][C:26]([F:33])=[C:27]([CH:32]=1)[C:28]([O:30][CH3:31])=[O:29].O1CCOCC1.CO>CN(C=O)C>[F:33][C:26]1[CH:25]=[CH:24][C:23]([CH2:22][N:5]2[C:6]3[CH2:7][CH2:8][CH2:9][CH2:10][C:11]=3[C:12](=[O:14])[NH:13][C:4]2=[O:3])=[CH:32][C:27]=1[C:28]([O:30][CH3:31])=[O:29]. Procedure details: Similarly, compounds of this invention can be prepared as illustrated by the exemplary reaction in Scheme 2. Reaction of the intermediate 2,4-di(trimethylsiloxy)-5,6,7,8-tetrahydroquinazoline with methyl 5-(bromomethyl)-2-fluorobenzoate in DMF, followed by treatment with 1,4-dioxane and methanol, produced 1-(4-fluoro-3-methoxycarbonylbenzyl)-5,6,7,8-tetrahydroquinazol ine-2,4(1H,3H)-dione. Treatment of the ester with NaOH in water-methanol produced 1-(4-fluoro-3-carboxybenzyl)-5,6,7,8-tetrahydro... Reactants: BrCC=1C(=NC2=CC(=C(C=C2C1C(=O)OC)S(=O)(=O)CC)OC)C1=CC(=CC=C1)C(F)(F)F (methyl 3-(bromomethyl)-6-(ethylsulfonyl)-7-(methyloxy)-2-[3-(trifluoromethyl)phenyl]-4-quinolinecarboxylate), N1CCC(CC1)N1CCOCC1 (4-(4-piperidinyl)morpholine). Run in C(C)#N (acetonitrile). Conditions: time 3 hour. Product: C(C)S(=O)(=O)C=1C=C2C(=C(C(=NC2=CC1OC)C1=CC(=CC=C1)C(F)(F)F)CN1CCC(CC1)N1CCOCC1)C(=O)OC (methyl 6-(ethylsulfonyl)-7-(methyloxy)-3-{[4-(4-morpholinyl)-1-piperidinyl]methyl}-2-[3-(trifluoromethyl)phenyl]-4-quinolinecarboxylate). Isolated yield 86.7%. RXN SMILES: Br[CH2:2][C:3]1[C:4]([C:24]2[CH:29]=[CH:28][CH:27]=[C:26]([C:30]([F:33])([F:32])[F:31])[CH:25]=2)=[N:5][C:6]2[C:11]([C:12]=1[C:13]([O:15][CH3:16])=[O:14])=[CH:10][C:9]([S:17]([CH2:20][CH3:21])(=[O:19])=[O:18])=[C:8]([O:22][CH3:23])[CH:7]=2.[NH:34]1[CH2:39][CH2:38][CH:37]([N:40]2[CH2:45][CH2:44][O:43][CH2:42][CH2:41]2)[CH2:36][CH2:35]1>C(#N)C>[CH2:20]([S:17]([C:9]1[CH:10]=[C:11]2[C:6](=[CH:7][C:8]=1[O:22][CH3:23])[N:5]=[C:4]([C:24]1[CH:29]=[CH:28][CH:27]=[C:26]([C:30]([F:33])([F:32])[F:31])[CH:25]=1)[C:3]([CH2:2][N:34]1[CH2:39][CH2:38][CH:37]([N:40]3[CH2:45][CH2:44][O:43][CH2:42][CH2:41]3)[CH2:36][CH2:35]1)=[C:12]2[C:13]([O:15][CH3:16])=[O:14])(=[O:18])=[O:19])[CH3:21]. Procedure details: A suspension of methyl 3-(bromomethyl)-6-(ethylsulfonyl)-7-(methyloxy)-2-[3-(trifluoromethyl)phenyl]-4-quinolinecarboxylate (1.983 g, 3.63 mmol) and 4-(4-piperidinyl)morpholine (0.803 g, 4.72 mmol) in acetonitrile (30 mL) was stirred for 3 hours. The solvent was removed under reduced pressure. The residue was dissolved in DMSO and purified via reverse phase HPLC (Biotage RP, 0-50% MeCN/H2O with 0.1% TFA). The fractions containing the product were neutralized with saturated aqueous NaHCO3 and ext... Reactants: CCOC(=O)c1cc2cc3c(cc2oc1=O)OCO3, CO, Cl, [K+], [OH-], O. Product: O=C(O)c1cc2cc3c(cc2oc1=O)OCO3. RXN SMILES: [CH2:1]1[O:2][c:3]2[c:4]([cH:5][c:6]3[c:7]([cH:8][c:9]([C:13](=[O:14])[O:15][CH2:16][CH3:17])[c:10](=[O:12])[o:11]3)[cH:18]2)[O:19]1.[CH3:22][OH:23].[ClH:21].[K+:25].[OH-:24].[OH2:20]>>[CH2:1]1[O:2][c:3]2[c:4]([cH:5][c:6]3[c:7]([cH:8][c:9]([C:13](=[O:14])[OH:15])[c:10](=[O:12])[o:11]3)[cH:18]2)[O:19]1.